This data is from the Open Reaction Database (ORD), a public repository of structured organic reaction records. The task is: describe an organic reaction: reactants, conditions, products, and yield Reactants: CCC1CCNCC1, CC(C)(C)OC(=O)NC(CCCC1CCN(C(=O)OCc2ccccc2)CC1)C(=O)O, CCOC(C)=O, CCN(C(C)C)C(C)C, ClCCl, Cl. The product is CCC1CCN(C(=O)C(CCCC2CCN(C(=O)OCc3ccccc3)CC2)NC(=O)OC(C)(C)C)CC1. Reaction SMILES: [CH2:33]([CH3:34])[CH:35]1[CH2:36][CH2:37][NH:38][CH2:39][CH2:40]1.[CH3:1][C:2]([CH3:3])([O:4][C:5](=[O:6])[NH:7][CH:8]([C:9](=[O:10])[OH:11])[CH2:12][CH2:13][CH2:14][CH:15]1[CH2:16][CH2:17][N:18]([C:21](=[O:22])[O:23][CH2:24][c:25]2[cH:26][cH:27][cH:28][cH:29][cH:30]2)[CH2:19][CH2:20]1)[CH3:31].[CH3:53][CH2:54][O:55][C:56](=[O:57])[CH3:58].[CH:41]([N:42]([CH2:43][CH3:44])[CH:45]([CH3:46])[CH3:47])([CH3:48])[CH3:49].[Cl:50][CH2:51][Cl:52].[ClH:32]>>[CH3:1][C:2]([CH3:3])([O:4][C:5](=[O:6])[NH:7][CH:8]([C:9](=[O:11])[N:38]1[CH2:37][CH2:36][CH:35]([CH2:33][CH3:34])[CH2:40][CH2:39]1)[CH2:12][CH2:13][CH2:14][CH:15]1[CH2:16][CH2:17][N:18]([C:21](=[O:22])[O:23][CH2:24][c:25]2[cH:26][cH:27][cH:28][cH:29][cH:30]2)[CH2:19][CH2:20]1)[CH3:31]. Starting materials: COc1ccc(-c2scc(CCC(=O)O)c2-c2ccc(C#N)cc2C)cc1, CS(C)=O, [Na+], [OH-], OO. The product is COc1ccc(-c2scc(CCC(=O)O)c2-c2ccc(C(N)=O)cc2C)cc1. As a reaction SMILES: [C:1](#[N:2])[c:3]1[cH:4][c:5]([CH3:27])[c:6](-[c:9]2[c:10]([CH2:22][CH2:23][C:24](=[O:25])[OH:26])[cH:11][s:12][c:13]2-[c:14]2[cH:15][cH:16][c:17]([O:20][CH3:21])[cH:18][cH:19]2)[cH:7][cH:8]1.[CH3:32][S:33]([CH3:34])=[O:35].[Na+:29].[OH-:28].[OH:30][OH:31]>>[C:1]([NH2:2])([c:3]1[cH:4][c:5]([CH3:27])[c:6](-[c:9]2[c:10]([CH2:22][CH2:23][C:24](=[O:25])[OH:26])[cH:11][s:12][c:13]2-[c:14]2[cH:15][cH:16][c:17]([O:20][CH3:21])[cH:18][cH:19]2)[cH:7][cH:8]1)=[O:28]. Reactants: I.CNC(SC)=N (1,2-dimethyl-isothiourea hydroiodide), BrC(C=O)=COC(C)C (2-bromo-3-isopropoxy-propenal), CC#N (MeCN), C(=O)([O-])[O-].[K+].[K+] (K2CO3). Run in O (water). Reaction conditions: temperature 35 celsius, time 16 hour. Yields the product CN1C(=NC=C1C=O)SC (3-methyl-2-methylsulfanyl-3H-imidazole-4-carbaldehyde), CN1C(=NC(=C1)C=O)SC (1-methyl-2-methylsulfanyl-1H-imidazole-4-carbaldehyde). Reaction SMILES: I.[CH3:2][NH:3][C:4](=[NH:7])[S:5][CH3:6].Br[C:9](=[CH:12][O:13]C(C)C)[CH:10]=[O:11].CC#N.C([O-])([O-])=O.[K+].[K+]>O>[CH3:2][N:3]1[C:9]([CH:10]=[O:11])=[CH:12][N:7]=[C:4]1[S:5][CH3:6].[CH3:2][N:3]1[CH:10]=[C:9]([CH:12]=[O:13])[N:7]=[C:4]1[S:5][CH3:6] |f:0.1,4.5.6|. Procedure details: To a mixture of 2.65 g (11.4 mmol) of 1,2-dimethyl-isothiourea hydroiodide and 1.00 g (10.4 mmol) of 2-bromo-3-isopropoxy-propenal 8 mL of MeCN was added 1.58 g (11.4 mmol) of K2CO3 (Shilcrat, S. C. et al. J. Org. Chem., 1997, 62, 8449–8454). The mixture was stirred at 35° C. under N2 for 16 h, water (20 ml) was added, and the mixture was extracted with CH2Cl2 (200 mL). The extract was dried over MgSO4, filtered, concentrated, and chromatographed (0 to 100% EtOAc in hexanes) to provide 1.09 g of... As a reaction SMILES: [CH3:1][c:2]1[cH:3][cH:4][c:5](-[c:8]2[c:9]([C:13](=[O:14])[Cl:15])[cH:10][n:11][o:12]2)[cH:6][cH:7]1.[Cl:31][CH2:32][Cl:33].[NH:16]1[CH2:17][CH2:18][CH:19]([c:22]2[cH:23][nH:24][c:25]3[cH:26][cH:27][cH:28][cH:29][c:30]23)[CH2:20][CH2:21]1>>[CH3:1][c:2]1[cH:3][cH:4][c:5](-[c:8]2[c:9]([C:13](=[O:14])[N:16]3[CH2:17][CH2:18][CH:19]([c:22]4[cH:23][nH:24][c:25]5[cH:26][cH:27][cH:28][cH:29][c:30]45)[CH2:20][CH2:21]3)[cH:10][n:11][o:12]2)[cH:6][cH:7]1. Starting materials: Cc1ccc(-c2oncc2C(=O)Cl)cc1, ClCCl, c1ccc2c(C3CCNCC3)c[nH]c2c1. Yields the product Cc1ccc(-c2oncc2C(=O)N2CCC(c3c[nH]c4ccccc34)CC2)cc1. Reactants: OCC(CC1=CN=CS1)NC(C)=O (N-[(1RS)-1-hydroxymethyl-2-(5-thiazolyl)ethyl]acetamide), Cl (hydrochloric acid). Product: Cl.NC(CO)CC1=CN=CS1 ((2RS)-2-amino-3-(5-thiazolyl)-1-propanol hydrochloride). As a reaction SMILES: [OH:1][CH2:2][CH:3]([NH:10]C(=O)C)[CH2:4][C:5]1[S:9][CH:8]=[N:7][CH:6]=1.[ClH:14]>>[ClH:14].[NH2:10][CH:3]([CH2:4][C:5]1[S:9][CH:8]=[N:7][CH:6]=1)[CH2:2][OH:1] |f:2.3|. Procedure details: a solution of 0.63 g of N-[(1RS)-1-hydroxymethyl-2-(5-thiazolyl)ethyl]acetamide in 7.86 cm3 of 6N hydrochloric acid is heated to a temperature in the region of 110° C. for 3 hours. The reaction mixture is filtered, concentrated under reduced pressure (1 kPa) at a temperature in the region of 40° C., taken up in isopropyl ether, concentrated under the above conditions, taken up in 10 cm3 of isopropyl ether, filtered and dried in a desiccator under reduced pressure (0.1 kPa) at a temperature in th...